Dataset: the Open Reaction Database (ORD), a public repository of structured organic reaction records. Task: describe an organic reaction: reactants, conditions, products, and yield Reactants: CC#N, CCOC(C)=O, [Na+], O=C([O-])O, O, O, Cl[Ru](Cl)Cl, O=S1OCC2CCCCN21. Product: O=S1(=O)OCC2CCCCN21. RXN SMILES: [CH3:12][C:13]#[N:14].[CH3:20][CH2:21][O:22][C:23]([CH3:24])=[O:25].[Na+:19].[O-:15][C:16]([OH:17])=[O:18].[OH2:11].[OH2:26].[Ru:27]([Cl:28])([Cl:29])[Cl:30].[S:1]1(=[O:10])[O:2][CH2:3][CH:4]2[N:5]1[CH2:6][CH2:7][CH2:8][CH2:9]2>>[S:1]1(=[O:10])(=[O:11])[O:2][CH2:3][CH:4]2[N:5]1[CH2:6][CH2:7][CH2:8][CH2:9]2. Starting materials: [Al+3], COC(=O)C(C)(C)c1ccccc1, [H-], [H-], [H-], [H-], [Li+], C1CCOC1, O. Product: CC(C)(CO)c1ccccc1. RXN SMILES: [Al+3:2].[CH3:7][C:8]([C:9](=[O:10])[O:11][CH3:12])([CH3:13])[c:14]1[cH:15][cH:16][cH:17][cH:18][cH:19]1.[H-:1].[H-:4].[H-:5].[H-:6].[Li+:3].[O:21]1[CH2:22][CH2:23][CH2:24][CH2:25]1.[OH2:20]>>[CH3:7][C:8]([CH2:9][OH:10])([CH3:13])[c:14]1[cH:15][cH:16][cH:17][cH:18][cH:19]1. Reactants: C(C)(C)(C)OC(=O)N(S(=O)(=O)C)C=1C=C2C=CN(C2=CC1)CC(=O)O[C@@H](CC1=C(C=[N+](C=C1Cl)[O-])Cl)C1=CC(=C(C=C1)OC(F)F)OCC1CC1 ((S)-4-(2-(2-(5-(N-(tert-butoxycarbonyl)methylsulfonamido)-1H-indol-1-yl)acetoxy)-2-(3-(cyclopropylmethoxy)-4-(difluoromethoxy)phenyl)ethyl)-3,5-dichloropyridine 1-oxide), O1CCOCC1 (dioxane). Solvent: C(Cl)Cl (DCM), Cl (HCl). Yields the product ClC=1C=[N+](C=C(C1C[C@H](OC(CN1C=CC2=CC(=CC=C12)NS(=O)(=O)C)=O)C1=CC(=C(C=C1)OC(F)F)OCC1CC1)Cl)[O-] ((S)-3,5-dichloro-4-(2-(3-(cyclopropylmethoxy)-4-(difluoromethoxy)phenyl)-2-(2-(5-(methylsulfonamido)-1H-indol-1-yl)acetoxy)ethyl)pyridine 1-oxide). Yield: 42.5%. RXN SMILES: C(OC([N:8]([C:13]1[CH:14]=[C:15]2[C:19](=[CH:20][CH:21]=1)[N:18]([CH2:22][C:23]([O:25][C@H:26]([C:37]1[CH:42]=[CH:41][C:40]([O:43][CH:44]([F:46])[F:45])=[C:39]([O:47][CH2:48][CH:49]3[CH2:51][CH2:50]3)[CH:38]=1)[CH2:27][C:28]1[C:33]([Cl:34])=[CH:32][N+:31]([O-:35])=[CH:30][C:29]=1[Cl:36])=[O:24])[CH:17]=[CH:16]2)[S:9]([CH3:12])(=[O:11])=[O:10])=O)(C)(C)C.O1CCOCC1>C(Cl)Cl.Cl>[Cl:36][C:29]1[CH:30]=[N+:31]([O-:35])[CH:32]=[C:33]([Cl:34])[C:28]=1[CH2:27][C@@H:26]([C:37]1[CH:42]=[CH:41][C:40]([O:43][CH:44]([F:45])[F:46])=[C:39]([O:47][CH2:48][CH:49]2[CH2:51][CH2:50]2)[CH:38]=1)[O:25][C:23](=[O:24])[CH2:22][N:18]1[C:19]2[C:15](=[CH:14][C:13]([NH:8][S:9]([CH3:12])(=[O:11])=[O:10])=[CH:21][CH:20]=2)[CH:16]=[CH:17]1. Procedure details: To a solution of (S)-4-(2-(2-(5-(N-(tert-butoxycarbonyl)methylsulfonamido)-1H-indol-1-yl)acetoxy)-2-(3-(cyclopropylmethoxy)-4-(difluoromethoxy)phenyl)ethyl)-3,5-dichloropyridine 1-oxide (170 mg, 0.221 mmol) in DCM (10 ml), 4M HCl in dioxane (552 μl, 2.206 mmol) was added, and the mixture was reacted overnight at room temperature. The solvent was evaporated and the resulting crude was purified by preparative HPLC (Method 1) affording (S)-3,5-dichloro-4-(2-(3-(cyclopropylmethoxy)-4-(difluoromethox... The reactants are C(C)(=O)OC(C(=O)NCCCCCCCCCCCC)CCS(=O)C (1-(dodecylamino)-4-(methylsulfinyl)-1-oxobutan-2-yl acetate), [OH-].[Na+] (NaOH). Run in ClCCl (dichloromethane), CO (methanol). Run at time 5 hour. Product: C(CCCCCCCCCCC)NC(C(CCS(=O)C)O)=O (N-dodecyl-2-hydroxy-4-(methylsulfinyl)butanamide). Yield: 80.0%. Reaction SMILES: C([O:4][CH:5]([CH2:21][CH2:22][S:23]([CH3:25])=[O:24])[C:6]([NH:8][CH2:9][CH2:10][CH2:11][CH2:12][CH2:13][CH2:14][CH2:15][CH2:16][CH2:17][CH2:18][CH2:19][CH3:20])=[O:7])(=O)C.[OH-].[Na+]>CO.ClCCl>[CH2:9]([NH:8][C:6](=[O:7])[CH:5]([OH:4])[CH2:21][CH2:22][S:23]([CH3:25])=[O:24])[CH2:10][CH2:11][CH2:12][CH2:13][CH2:14][CH2:15][CH2:16][CH2:17][CH2:18][CH2:19][CH3:20] |f:1.2|. Procedure details: To a solution of 1-(dodecylamino)-4-(methylsulfinyl)-1-oxobutan-2-yl acetate (25 g, 62.6 mmol) in methanol (350 mL) was added 2.5 N NaOH (40 mL, 100 mmol) and the resulting solution was stirred at room temperature for 5 hrs. The reaction was quenched with concentrated HCL (12.5 mL) and then evaporated to a small volume. The resulting mixture was treated with EtOAc (200 mL) and then washed with 1N HCl (150 mL), saturated sodium bicarbonate (50 mL), dried over magnesium sulfate, filtered and evapo... Reaction SMILES: [CH2:1]([Si:6]1(C2C=CC=CC=2)[CH2:11][CH2:10][CH:9]([C:12]2[CH:17]=[CH:16][C:15]([C:18]3[CH:23]=[C:22]([F:24])[C:21]([OH:25])=[C:20]([F:26])[CH:19]=3)=[CH:14][CH:13]=2)[CH2:8][CH2:7]1)[CH2:2][CH2:3][CH2:4][CH3:5].[F:33][C@@H:34]([CH2:37][CH2:38][CH2:39][CH2:40][CH2:41][CH2:42][CH2:43][CH3:44])[CH2:35]O>>[CH2:1]([Si@H:6]1[CH2:7][CH2:8][C@H:9]([C:12]2[CH:17]=[CH:16][C:15]([C:18]3[CH:19]=[C:20]([F:26])[C:21]([O:25][CH2:35][C@H:34]([F:33])[CH2:37][CH2:38][CH2:39][CH2:40][CH2:41][CH2:42][CH2:43][CH3:44])=[C:22]([F:24])[CH:23]=3)=[CH:14][CH:13]=2)[CH2:10][CH2:11]1)[CH2:2][CH2:3][CH2:4][CH3:5]. Starting materials: C(CCCC)[Si]1(CCC(CC1)C1=CC=C(C=C1)C1=CC(=C(C(=C1)F)O)F)C1=CC=CC=C1 (4-(4-(4-n-pentyl-4-phenyl-4-silacyclohexyl)phenyl) -2,6-difluorophenol), F[C@H](CO)CCCCCCCC ((S)-2-fluoro-1-decanol). Yields the product C(CCCC)[Si@@H]1CC[C@H](CC1)C1=CC=C(C=C1)C1=CC(=C(C(=C1)F)OC[C@@H](CCCCCCCC)F)F ((R)-4-(4-(trans-4-n-pentyl-4-silacyclohexyl)phenyl)-1-(2-fluorodecyloxy)-2,6-difluorobenzene). Reported procedure: The general procedure of Example 1 was repeated using 4-(4-(4-n-pentyl-4-phenyl-4-silacyclohexyl)phenyl) -2,6-difluorophenol and (S)-2-fluoro-1-decanol, thereby obtaining the intended compound. Starting materials: CCN=C=NCCCN(C)C, NCc1ccc(Cl)cc1, Cl, O=C(O)c1cc(F)c2cccnc2c1O, CN(C)C=O, O, On1nnc2ccccc21. Yields the product O=C(NCc1ccc(Cl)cc1)c1cc(F)c2cccnc2c1O. As a reaction SMILES: [CH3:26][N:27]([CH3:28])[CH2:29][CH2:30][CH2:31][N:32]=[C:33]=[N:34][CH2:35][CH3:36].[Cl:16][c:17]1[cH:18][cH:19][c:20]([CH2:21][NH2:22])[cH:23][cH:24]1.[ClH:25].[F:1][c:2]1[c:3]2[cH:4][cH:5][cH:6][n:7][c:8]2[c:9]([OH:15])[c:10]([C:12](=[O:13])[OH:14])[cH:11]1.[O:48]=[CH:49][N:50]([CH3:51])[CH3:52].[OH2:37].[OH:38][n:39]1[c:40]2[cH:41][cH:42][cH:43][cH:44][c:45]2[n:46][n:47]1>>[F:1][c:2]1[c:3]2[cH:4][cH:5][cH:6][n:7][c:8]2[c:9]([OH:15])[c:10]([C:12](=[O:14])[NH:22][CH2:21][c:20]2[cH:19][cH:18][c:17]([Cl:16])[cH:24][cH:23]2)[cH:11]1. Reactants: BrC1=C(C2=C(C(OC2)=O)C=C1)C (5-Bromo-4-methyl-2-benzofuran-1(3H)-one), potassium vinyl trifluoroborate, TEA, C(C)O (ethanol). The reagents and catalysts are C1=CC=C(C=C1)P([C-]2C=CC=C2)C3=CC=CC=C3.C1=CC=C(C=C1)P([C-]2C=CC=C2)C3=CC=CC=C3.Cl[Pd]Cl.[Fe+2].C(Cl)Cl (PdCl2(dppf) CH2Cl2). Reaction conditions: temperature 140 celsius. Yields the product C(=C)C1=C(C2=C(C(OC2)=O)C=C1)C (5-ethenyl-4-methyl-2-benzofuran-1(3H)-one). As a reaction SMILES: Br[C:2]1[CH:11]=[CH:10][C:5]2[C:6](=[O:9])[O:7][CH2:8][C:4]=2[C:3]=1[CH3:12].[CH2:13](O)[CH3:14]>C1C=CC(P(C2C=CC=CC=2)[C-]2C=CC=C2)=CC=1.C1C=CC(P(C2C=CC=CC=2)[C-]2C=CC=C2)=CC=1.Cl[Pd]Cl.[Fe+2].C(Cl)Cl>[CH:13]([C:2]1[CH:11]=[CH:10][C:5]2[C:6](=[O:9])[O:7][CH2:8][C:4]=2[C:3]=1[CH3:12])=[CH2:14] |f:2.3.4.5.6|. Procedure: 5-Bromo-4-methyl-2-benzofuran-1(3H)-one (600 mg, 4.5 mmol), potassium vinyl trifluoroborate (510 mg, 2.2 mmmol), PdCl2(dppf)-CH2Cl2 Adduct (180 mg, 0.220 mmmol), and TEA (0.62 mL, 4.5 mmol) were added to 10 mL ethanol in a 20 mL microwave tube. The tube was sealed and degassed, and then heated to 140° C. for 20 minutes. Analysis by LC-MS showed product peak. The reaction mixture was diluted with ethyl acetate, washed with brine twice, and dried and evaporated to dryness. The crude product was pu...